describe an organic reaction: reactants, conditions, products, and yield From a dataset of the Open Reaction Database (ORD), a public repository of structured organic reaction records. Starting materials: ClC1=C(C(=O)OC)C=CC(=C1C=O)S(=O)(=O)C (methyl 2-chloro-3-formyl-4-methylsulfonylbenzoate), [I-].[Li+] (lithium iodide). Run in N1=CC=CC=C1 (pyridine). Run at time 2 hour. Yields the product ClC1=C(C(=O)O)C=CC(=C1C=O)S(=O)(=O)C (2-chloro-3-formyl-4-methylsulfonylbenzoic acid). Isolated yield 84.3%. RXN SMILES: [Cl:1][C:2]1[C:11]([CH:12]=[O:13])=[C:10]([S:14]([CH3:17])(=[O:16])=[O:15])[CH:9]=[CH:8][C:3]=1[C:4]([O:6]C)=[O:5].[I-].[Li+]>N1C=CC=CC=1>[Cl:1][C:2]1[C:11]([CH:12]=[O:13])=[C:10]([S:14]([CH3:17])(=[O:16])=[O:15])[CH:9]=[CH:8][C:3]=1[C:4]([OH:6])=[O:5] |f:1.2|. Procedure: A solution of 5.00 g of methyl 2-chloro-3-formyl-4-methylsulfonylbenzoate was slowly added dropwise to a solution of 9.60 g (0.072 mol) of lithium iodide and 70 ml of dry pyridine at reflux temperature. After the reaction mixture had been stirred for 2 hours under reflux it was cooled, and the solvent was removed in vacuo. The residue was subsequently taken up in water and brought to pH 1-2 using dilute hydrochloric acid. After the aqueous phase had been extracted with ethyl acetate, the combine... The reactants are NC1=CC2=C(N(C=N2)C2=CC=C(C=C2)N)C=C1 (5-amino-1-(4-aminophenyl)benzimidazole), N1C=CC2=CC(=CC=C12)C(=O)O (indole-5-carboxylic acid). The product is N1C=CC2=CC(=CC=C12)C(=O)NC1=CC2=C(N(C=N2)C2=CC=C(C=C2)NC(=O)C=2C=C3C=CNC3=CC2)C=C1 (N-(4-(5-(1H-Indole-5-carboxamido)-1H-benzimidazol-1-yl)phenyl)-1H-indole-5-carboxamide). As a reaction SMILES: [NH2:1][C:2]1[CH:17]=[CH:16][C:5]2[N:6]([C:9]3[CH:14]=[CH:13][C:12]([NH2:15])=[CH:11][CH:10]=3)[CH:7]=[N:8][C:4]=2[CH:3]=1.[NH:18]1[C:26]2[C:21](=[CH:22][C:23]([C:27]([OH:29])=O)=[CH:24][CH:25]=2)[CH:20]=[CH:19]1>>[NH:18]1[C:26]2[C:21](=[CH:22][C:23]([C:27]([NH:1][C:2]3[CH:17]=[CH:16][C:5]4[N:6]([C:9]5[CH:10]=[CH:11][C:12]([NH:15][C:27]([C:23]6[CH:22]=[C:21]7[C:26](=[CH:25][CH:24]=6)[NH:18][CH:19]=[CH:20]7)=[O:29])=[CH:13][CH:14]=5)[CH:7]=[N:8][C:4]=4[CH:3]=3)=[O:29])=[CH:24][CH:25]=2)[CH:20]=[CH:19]1. Procedure: Compound 564 was prepared according to the procedure described in Scheme IV from 5-amino-1-(4-aminophenyl)benzimidazole and indole-5-carboxylic acid. [M+H]+ calcd for C31H22N6O2: 511.19; found: 511.07. Starting materials: COC(C(=O)Cl)=O (Chloro-oxo-acetic acid methyl ester), C(C)(C)(C)OC(=O)N1CCC(CC1)(O)C1=C(C=CC(=C1)C(F)(F)F)SC1=CC=C(C=C1)Cl (1-tert-butoxycarbonyl-4-[2-(4-chloro-phenylsulfanyl)-5-trifluoromethyl-phenyl]-piperidine-4-ol), C(CCC)[SnH](CCCC)CCCC (Tri-n-butyl tin hydride), C(#N)C(N=NC(C#N)(C)C)(C)C (2-[(cyano-dimethyl-methyl)-azo]-2-methyl-propionitrile). The reagents and catalysts are CN(C1=CC=NC=C1)C (dimethyl-pyridin-4-yl-amine). Run in C(C)#N (acetonitrile), C(C)(=O)OCC (Ethyl acetate). Reaction conditions: time 8 hour. Yields the product C(C)(C)(C)OC(=O)N1CCC(CC1)C1=C(C=CC(=C1)C(F)(F)F)SC1=CC=C(C=C1)Cl (4-[2-(4-chloro-phenylsulfanyl)-5-trifluoromethyl-phenyl]-piperidine-1-carboxylic acid tert-butyl ester). Yield: 81.6%. Reaction SMILES: COC(=O)C(Cl)=O.[C:8]([O:12][C:13]([N:15]1[CH2:20][CH2:19][C:18]([C:22]2[CH:27]=[C:26]([C:28]([F:31])([F:30])[F:29])[CH:25]=[CH:24][C:23]=2[S:32][C:33]2[CH:38]=[CH:37][C:36]([Cl:39])=[CH:35][CH:34]=2)(O)[CH2:17][CH2:16]1)=[O:14])([CH3:11])([CH3:10])[CH3:9].C([SnH](CCCC)CCCC)CCC.C(C(C)(C)N=NC(C)(C)C#N)#N>CN(C)C1C=CN=CC=1.C(#N)C.C(OCC)(=O)C>[C:8]([O:12][C:13]([N:15]1[CH2:20][CH2:19][CH:18]([C:22]2[CH:27]=[C:26]([C:28]([F:30])([F:31])[F:29])[CH:25]=[CH:24][C:23]=2[S:32][C:33]2[CH:38]=[CH:37][C:36]([Cl:39])=[CH:35][CH:34]=2)[CH2:17][CH2:16]1)=[O:14])([CH3:11])([CH3:9])[CH3:10]. Reported procedure: Chloro-oxo-acetic acid methyl ester (1.37 g, 11.2 mmol) was added to a stirred solution of 1-tert-butoxycarbonyl-4-[2-(4-chloro-phenylsulfanyl)-5-trifluoromethyl-phenyl]-piperidine-4-ol (0.98 g, 2.0 mmol) and dimethyl-pyridin-4-yl-amine (DMAP, 0.44 g, 3.6 mmol) in dry acetonitrile (6.4 mL) at 0° C. under argon. The reaction mixture was allowed to reach room temperature and then stirred overnight. Ethyl acetate (40 mL) was added and the precipitated salts were removed by filtration through celite... The reactants are ClCC(=O)Cl (α-chloroacetyl chloride), NC1CCC2=C(C=C(C(=C12)O)C)C (1-amino-4,6-dimethyl-7-hydroxyindane), Cl (hydrochloric acid). Run in [Na] (sodium). Run at time 2 hour. Yields the product C(C)(=O)NC1CCC2=C(C=C(C(=C12)O)C)C (1-acetylamino-4,6-dimethyl-7-hydroxyindane). RXN SMILES: [NH2:1][CH:2]1[C:10]2[C:5](=[C:6]([CH3:13])[CH:7]=[C:8]([CH3:12])[C:9]=2[OH:11])[CH2:4][CH2:3]1.Cl[CH2:15][C:16](Cl)=[O:17].Cl>[Na]>[C:16]([NH:1][CH:2]1[C:10]2[C:5](=[C:6]([CH3:13])[CH:7]=[C:8]([CH3:12])[C:9]=2[OH:11])[CH2:4][CH2:3]1)(=[O:17])[CH3:15] |^1:19|. Reported procedure: 1.77 Grams of 1-amino-4,6-dimethyl-7-hydroxyindane was dissolved in 100 ml of 0.2N-sodium hdyroxide aqueous solution, then 1.7 g of α-chloroacetyl chloride was added thereto under an ice-cooling condition. Then the reaction mixture was stirred at a room temperature for 2 hours. The reaction mixture was acidified by adding a diluted hydrochloric acid, then extracted with chloroform. The chloroform layer was washed with water, dried, then the solvent was removed by evaporation. Recrystallized from... Starting materials: [Cl-].[NH4+] (ammonium chloride), FC(C(O)C=1C=NC=CC1)(F)F (2,2,2-trifluoro-1-(pyridin-3-yl)ethanol), [H-].[Na+] (sodium hydride), ClC1=NC2=CC=C(C=C2N=C1Cl)[N+](=O)[O-] (2,3-dichloro-6-nitroquinoxaline). Run in C1CCOC1 (THF). Reaction conditions: temperature -78 celsius, time 1 hour. Product: ClC=1C(=NC2=CC=C(C=C2N1)[N+](=O)[O-])OC(C(F)(F)F)C=1C=NC=CC1 (3-chloro-6-nitro-2-(2,2,2-trifluoro-1-(pyridin-3-yl)ethoxy) quinoxaline). Yield: 63.1%. Reaction SMILES: Cl[C:2]1[C:11]([Cl:12])=[N:10][C:9]2[C:4](=[CH:5][CH:6]=[C:7]([N+:13]([O-:15])=[O:14])[CH:8]=2)[N:3]=1.[F:16][C:17]([F:27])([F:26])[CH:18]([C:20]1[CH:21]=[N:22][CH:23]=[CH:24][CH:25]=1)[OH:19].[H-].[Na+].[Cl-].[NH4+]>C1COCC1>[Cl:12][C:11]1[C:2]([O:19][CH:18]([C:20]2[CH:21]=[N:22][CH:23]=[CH:24][CH:25]=2)[C:17]([F:16])([F:26])[F:27])=[N:3][C:4]2[C:9]([N:10]=1)=[CH:8][C:7]([N+:13]([O-:15])=[O:14])=[CH:6][CH:5]=2 |f:2.3,4.5|. Procedure: In THF (200 mL) was dissolved 2,3-dichloro-6-nitroquinoxaline (4.00 g, 16.4 mmol) and the mixture was cooled to −78° C. To the solution were added 2,2,2-trifluoro-1-(pyridin-3-yl)ethanol (3.05 g, 17.2 mmol) obtained in Step 1 and sodium hydride (1.31 g, 32.8 mmol) and the mixture was stirred at −78° C. allowing the temperature to rise slowly to −30° C. over 1 hour. A saturated aqueous ammonium chloride solution was added to the reaction mixture. Extraction with ethyl acetate, washing with satura... RXN SMILES: Br[C:2]1[CH:3]=[C:4]2[C:9](=[CH:10][CH:11]=1)[C:8](=[O:12])[NH:7][C:6](=[O:13])[C:5]2=[CH:14][NH:15][C:16]1[CH:21]=[CH:20][C:19]([N:22]2[CH2:27][CH2:26][N:25]([CH3:28])[CH2:24][CH2:23]2)=[CH:18][CH:17]=1.[F:29][C:30]([F:42])([F:41])[O:31][C:32]1[CH:37]=[CH:36][C:35](B(O)O)=[CH:34][CH:33]=1.C(P(C(C)(C)C)C(C)(C)C)(C)(C)C.C(=O)([O-])[O-].[Cs+].[Cs+]>CN(C=O)C.C(Cl)(Cl)Cl.C1C=CC(/C=C/C(/C=C/C2C=CC=CC=2)=O)=CC=1.C1C=CC(/C=C/C(/C=C/C2C=CC=CC=2)=O)=CC=1.C1C=CC(/C=C/C(/C=C/C2C=CC=CC=2)=O)=CC=1.[Pd].[Pd]>[CH3:28][N:25]1[CH2:24][CH2:23][N:22]([C:19]2[CH:20]=[CH:21][C:16]([NH:15]/[CH:14]=[C:5]3\[C:6](=[O:13])[NH:7][C:8](=[O:12])[C:9]4[C:4]\3=[CH:3][C:2]([C:35]3[CH:34]=[CH:33][C:32]([O:31][C:30]([F:29])([F:41])[F:42])=[CH:37][CH:36]=3)=[CH:11][CH:10]=4)=[CH:17][CH:18]=2)[CH2:27][CH2:26]1 |f:3.4.5,8.9.10.11.12|. Run in CN(C)C=O (N,N′-dimethylformamide), C(Cl)(Cl)Cl (chloroform). Isolated yield 71.8%. The product is CN1CCN(CC1)C1=CC=C(C=C1)N\C=C\1/C(NC(C2=CC=C(C=C12)C1=CC=C(C=C1)OC(F)(F)F)=O)=O ((4Z)-4-({[4-(4-Methylpiperazin-1-yl)phenyl]amino}methylene)-6-[4-(trifluoromethoxy)phenyl]isoquinoline-1,3(2H,4H)-dione). Reagents/catalysts: C=1C=CC(=CC1)/C=C/C(=O)/C=C/C2=CC=CC=C2.C=1C=CC(=CC1)/C=C/C(=O)/C=C/C2=CC=CC=C2.C=1C=CC(=CC1)/C=C/C(=O)/C=C/C2=CC=CC=C2.[Pd].[Pd] (tris(dibenzylideneacetone)dipalladium(0)). Procedure: An amount of 6-bromo-4-{[4-(4-methyl-piperazin-1-yl)-phenylamino]-methylene}-4H-isoquinoline-1,3-dione (0.1 g, 0.2267 mmol) in 1 mL of N,N′-dimethylformamide is added to 4-(trifluoromethoxy)phenylboronic acid (0.07 g, 0.34 mmol), 0.032 g (0.034 mmol) of tris(dibenzylideneacetone)dipalladium(0), tri(t-butyl)phosphine (0.014 g, 0.068 mmol) and cesium carbonate (0.148 g, 0.4534 mmol). The reaction mixture is stirred at 130 oC under N2 for 15 min. Mass spectroscopy suggested the completion of the re... Reactants: BrC=1C=C2C(C(NC(C2=CC1)=O)=O)=CNC1=CC=C(C=C1)N1CCN(CC1)C (6-bromo-4-{[4-(4-methyl-piperazin-1-yl)-phenylamino]-methylene}-4H-isoquinoline-1,3-dione), FC(OC1=CC=C(C=C1)B(O)O)(F)F (4-(trifluoromethoxy)phenylboronic acid), C(C)(C)(C)P(C(C)(C)C)C(C)(C)C (tri(t-butyl)phosphine), C([O-])([O-])=O.[Cs+].[Cs+] (cesium carbonate). Reaction conditions: time 15 minute.